From a dataset of the Open Reaction Database (ORD), a public repository of structured organic reaction records. describe an organic reaction: reactants, conditions, products, and yield Product: Cc1[nH]c(=O)c(C#N)cc1-c1ccc(S(C)(=O)=O)cc1. Starting materials: Cc1[nH]c(=O)c(C#N)cc1-c1ccc(S(C)=O)cc1, CC(=O)O, OO, O=[W](=O)(O)O. RXN SMILES: [C:1](#[N:2])[c:3]1[c:4](=[O:19])[nH:5][c:6]([CH3:18])[c:7](-[c:9]2[cH:10][cH:11][c:12]([S:15](=[O:16])[CH3:17])[cH:13][cH:14]2)[cH:8]1.[CH3:22][C:23](=[O:24])[OH:25].[OH:20][OH:21].[OH:26][W:27]([OH:28])(=[O:29])=[O:30]>>[C:1](#[N:2])[c:3]1[c:4](=[O:19])[nH:5][c:6]([CH3:18])[c:7](-[c:9]2[cH:10][cH:11][c:12]([S:15](=[O:16])([CH3:17])=[O:20])[cH:13][cH:14]2)[cH:8]1. Reactants: CCOC(=O)C(Cc1ccccc1I)NCC(=O)OC(C)(C)C, ClCCl, O=C(O)C(F)(F)F. Product: CCOC(=O)C(Cc1ccccc1I)NC. Reaction SMILES: [C:8]([O:9][C:10](=[O:11])[CH2:15][NH:16][CH:17]([C:18](=[O:19])[O:20][CH2:21][CH3:22])[CH2:23][c:24]1[c:25]([I:30])[cH:26][cH:27][cH:28][cH:29]1)([CH3:12])([CH3:13])[CH3:14].[Cl:31][CH2:32][Cl:33].[OH:1][C:2]([C:3]([F:4])([F:5])[F:6])=[O:7]>>[CH3:15][NH:16][CH:17]([C:18](=[O:19])[O:20][CH2:21][CH3:22])[CH2:23][c:24]1[c:25]([I:30])[cH:26][cH:27][cH:28][cH:29]1. Reactants: C(CCCCCCCCCCC)(=O)NCCC(=O)O (N-lauroyl-β-alanine), acid chloride, acid chloride, Cl (hydrogen chloride), S(=O)(Cl)Cl (thionyl chloride), carboxylic acid, S(=O)=O (sulfur dioxide). Solvent: C(Cl)Cl (methylene chloride), C(Cl)Cl (methylene chloride). Reaction conditions: temperature 20 celsius, time 10 minute. Yields the product C(CCCCCCCCCCC)(=O)NCCC(=O)Cl (N-lauroyl-3-aminopropionic acid chloride). Isolated yield 101.0%. As a reaction SMILES: [C:1]([NH:14][CH2:15][CH2:16][C:17]([OH:19])=O)(=[O:13])[CH2:2][CH2:3][CH2:4][CH2:5][CH2:6][CH2:7][CH2:8][CH2:9][CH2:10][CH2:11][CH3:12].S(Cl)([Cl:22])=O.S(=O)=O.Cl>C(Cl)Cl>[C:1]([NH:14][CH2:15][CH2:16][C:17]([Cl:22])=[O:19])(=[O:13])[CH2:2][CH2:3][CH2:4][CH2:5][CH2:6][CH2:7][CH2:8][CH2:9][CH2:10][CH2:11][CH3:12]. Procedure details: 46.8 g of N-lauroyl-β-alanine was dispersed in 155 ml of methylene chloride. Then, 24.8 g of thionyl chloride was added thereto within 10 minutes under stirring while maintaining the temperature of the mixture at 20° C. After the completion of the addition, the mixture was stirred at the same temperature for 30 minutes so as to complete the reaction. When the reaction solution thus obtained was analyzed by infrared spectroscopy, a peak at 1695 cm-1 due to carboxylic acid (--COOH) disappeared whi... Starting materials: COC(=O)CCc1ccc(OCC(C)c2nc(-c3ccc(-c4ccccn4)cc3)oc2C)cc1C, CCOC(C)=O, Cl, [Na+], C1CCOC1, [OH-]. Product: Cc1cc(OCC(C)c2nc(-c3ccc(-c4ccccn4)cc3)oc2C)ccc1CCC(=O)O. As a reaction SMILES: [CH3:1][O:2][C:3]([CH2:4][CH2:5][c:6]1[c:7]([CH3:34])[cH:8][c:9]([O:12][CH2:13][CH:14]([CH3:15])[c:16]2[n:17][c:18](-[c:22]3[cH:23][cH:24][c:25](-[c:28]4[n:29][cH:30][cH:31][cH:32][cH:33]4)[cH:26][cH:27]3)[o:19][c:20]2[CH3:21])[cH:10][cH:11]1)=[O:35].[CH3:44][CH2:45][O:46][C:47](=[O:48])[CH3:49].[ClH:38].[Na+:37].[O:39]1[CH2:40][CH2:41][CH2:42][CH2:43]1.[OH-:36]>>[O:2]=[C:3]([CH2:4][CH2:5][c:6]1[c:7]([CH3:34])[cH:8][c:9]([O:12][CH2:13][CH:14]([CH3:15])[c:16]2[n:17][c:18](-[c:22]3[cH:23][cH:24][c:25](-[c:28]4[n:29][cH:30][cH:31][cH:32][cH:33]4)[cH:26][cH:27]3)[o:19][c:20]2[CH3:21])[cH:10][cH:11]1)[OH:35]. Reactants: Nc1nc(Cl)c2[nH]nnc2n1, [Na], O, OCc1ccccc1. The product is Nc1nc(OCc2ccccc2)c2[nH]nnc2n1. As a reaction SMILES: [Cl:10][c:11]1[c:12]2[c:13]([n:14][c:15]([NH2:17])[n:16]1)[n:18][n:19][nH:20]2.[Na:1].[OH2:21].[OH:2][CH2:3][c:4]1[cH:5][cH:6][cH:7][cH:8][cH:9]1>>[O:2]([CH2:3][c:4]1[cH:5][cH:6][cH:7][cH:8][cH:9]1)[c:11]1[c:12]2[c:13]([n:14][c:15]([NH2:17])[n:16]1)[n:18][n:19][nH:20]2. Reactants: bis(tricyclohexylphosphine)palladium (II) chloride, C1=CC=CC=2C3=CC=CC=C3C(C12)COC(=O)N[C@H](C(=O)OC(C)(C)C)CC=1C=NC(=CC1)Br ((S)-tert-butyl 2-(((9H-fluoren-9-yl)methoxy)carbonylamino)-3-(6-bromo-pyridin-3-yl)propanoate), CC1=C(C=CC=C1)B(O)O (2-methylphenylboronic acid), C([O-])([O-])=O.[Na+].[Na+] (sodium carbonate). The solvent is C(C)(C)O.C1(=CC=CC=C1)C (isopropanol toluene). Yields the product C1=CC=CC=2C3=CC=CC=C3C(C12)COC(=O)N[C@H](C(=O)OC(C)(C)C)CC=1C=NC(=CC1)C1=C(C=CC=C1)C ((S)-tert-Butyl 2-(((9H-fluoren-9-yl)methoxy)carbonylamino)-3-(6-(2-methylphenyl)pyridin-3-yl)propanoate). Reaction SMILES: [CH:1]1[C:13]2[CH:12]([CH2:14][O:15][C:16]([NH:18][C@@H:19]([CH2:27][C:28]3[CH:29]=[N:30][C:31](Br)=[CH:32][CH:33]=3)[C:20]([O:22][C:23]([CH3:26])([CH3:25])[CH3:24])=[O:21])=[O:17])[C:11]3[C:6](=[CH:7][CH:8]=[CH:9][CH:10]=3)[C:5]=2[CH:4]=[CH:3][CH:2]=1.[CH3:35][C:36]1[CH:41]=[CH:40][CH:39]=[CH:38][C:37]=1B(O)O.C(=O)([O-])[O-].[Na+].[Na+]>C(O)(C)C.C1(C)C=CC=CC=1>[CH:1]1[C:13]2[CH:12]([CH2:14][O:15][C:16]([NH:18][C@@H:19]([CH2:27][C:28]3[CH:29]=[N:30][C:31]([C:37]4[CH:38]=[CH:39][CH:40]=[CH:41][C:36]=4[CH3:35])=[CH:32][CH:33]=3)[C:20]([O:22][C:23]([CH3:26])([CH3:25])[CH3:24])=[O:21])=[O:17])[C:11]3[C:6](=[CH:7][CH:8]=[CH:9][CH:10]=3)[C:5]=2[CH:4]=[CH:3][CH:2]=1 |f:2.3.4,5.6|. Procedure: To a stirred slurry of 1.75 g (3.35 mmol) of (S)-tert-butyl 2-(((9H-fluoren-9-yl)methoxy)carbonylamino)-3-(6-bromo-pyridin-3-yl)propanoate and 913 mg (6.70 mmol, 2 eq.) of 2-methylphenylboronic acid in 50 mL of 1:1 isopropanol/toluene was added 25.0 mL of 2 M aqueous sodium carbonate solution. The reaction mixture was purged twice with argon and evacuated and then 124 mg (0.167 mmol, 0.05 equivalents) of bis(tricyclohexylphosphine)palladium (II) chloride was added and the mixture again purged wi... Reactants: O (Water), NC1=C(N=NN1CC1=CC=C(C=C1)OC)C(=O)N (5-amino-1-(4-methoxybenzyl)-1H-1,2,3-triazole-4-carboxamide), C(OCC)(OCC)=O (diethyl carbonate), CC(C)([O-])C.[K+] (potassium tert-butoxide). The solvent is C1CCOC1 (THF). Yields the product COC1=CC=C(CN2N=NC3=C2N=C(N=C3O)O)C=C1 (3-(4-methoxybenzyl)-3H-[1,2,3]triazolo[4,5-d]pyrimidine-5,7-diol). Reaction SMILES: [NH2:1][C:2]1[N:6]([CH2:7][C:8]2[CH:13]=[CH:12][C:11]([O:14][CH3:15])=[CH:10][CH:9]=2)[N:5]=[N:4][C:3]=1[C:16]([NH2:18])=[O:17].[C:19](=O)(OCC)[O:20]CC.CC(C)([O-])C.[K+].O>C1COCC1>[CH3:15][O:14][C:11]1[CH:10]=[CH:9][C:8]([CH2:7][N:6]2[C:2]3[N:1]=[C:19]([OH:20])[N:18]=[C:16]([OH:17])[C:3]=3[N:4]=[N:5]2)=[CH:13][CH:12]=1 |f:2.3|. Reported procedure: To a solution of 5-amino-1-(4-methoxybenzyl)-1H-1,2,3-triazole-4-carboxamide (0.9 g) and diethyl carbonate (1.2 mL) in THF (30 mL) was added potassium tert-butoxide (1.2 g). The mixture was refluxed under nitrogen for 6 h. It was then cooled down to room temperature. Water (20 mL) was added and the reaction mixture was concentrated to about 20 mL. It was neutralized with 1N HCl to pH 6 and filtered. Solid was collected and washed with water, and air dried to give desired product. 1H NMR (400 MHz... Reactants: [Br-], C#C[Mg+], C1CCOC1, CCOCCOc1cc(C=O)cc2c1C(C)(C)CCC2(C)C. Yields the product C#CC(O)c1cc(OCCOCC)c2c(c1)C(C)(C)CCC2(C)C. As a reaction SMILES: [Br-:23].[C:24](#[CH:25])[Mg+:26].[CH2:27]1[O:28][CH2:29][CH2:30][CH2:31]1.[CH3:1][C:2]1([CH3:22])[c:3]2[c:4]([O:16][CH2:17][CH2:18][O:19][CH2:20][CH3:21])[cH:5][c:6]([CH:14]=[O:15])[cH:7][c:8]2[C:9]([CH3:12])([CH3:13])[CH2:10][CH2:11]1>>[CH3:1][C:2]1([CH3:22])[c:3]2[c:4]([O:16][CH2:17][CH2:18][O:19][CH2:20][CH3:21])[cH:5][c:6]([CH:14]([OH:15])[C:24]#[CH:25])[cH:7][c:8]2[C:9]([CH3:12])([CH3:13])[CH2:10][CH2:11]1. The reactants are CC(C)(C)[Si](C)(C)OC(COc1ccccc1)CN(Cc1ccccc1)CC1CCc2cc(-c3ccnc(C(=O)O)c3)ccc2O1, CCN=C=NCCCN(C)C, ClCCl, Cl, NCc1ccc(F)cc1, On1nnc2ccccc21. Product: CC(C)(C)[Si](C)(C)OC(COc1ccccc1)CN(Cc1ccccc1)CC1CCc2cc(-c3ccnc(C(=O)NCc4ccc(F)cc4)c3)ccc2O1. Reaction SMILES: [CH3:1][C:2]([CH3:3])([CH3:4])[Si:5]([O:6][CH:7]([CH2:8][N:9]([CH2:10][c:11]1[cH:12][cH:13][cH:14][cH:15][cH:16]1)[CH2:17][CH:18]1[O:19][c:20]2[cH:21][cH:22][c:23](-[c:28]3[cH:29][c:30]([C:34](=[O:35])[OH:36])[n:31][cH:32][cH:33]3)[cH:24][c:25]2[CH2:26][CH2:27]1)[CH2:37][O:38][c:39]1[cH:40][cH:41][cH:42][cH:43][cH:44]1)([CH3:45])[CH3:46].[CH3:57][N:58]([CH3:59])[CH2:60][CH2:61][CH2:62][N:63]=[C:64]=[N:65][CH2:66][CH3:67].[Cl:78][CH2:79][Cl:80].[ClH:56].[F:47][c:48]1[cH:49][cH:50][c:51]([CH2:52][NH2:53])[cH:54][cH:55]1.[OH:68][n:69]1[c:70]2[cH:71][cH:72][cH:73][cH:74][c:75]2[n:76][n:77]1>>[CH3:1][C:2]([CH3:3])([CH3:4])[Si:5]([O:6][CH:7]([CH2:8][N:9]([CH2:10][c:11]1[cH:12][cH:13][cH:14][cH:15][cH:16]1)[CH2:17][CH:18]1[O:19][c:20]2[cH:21][cH:22][c:23](-[c:28]3[cH:29][c:30]([C:34](=[O:36])[NH:53][CH2:52][c:51]4[cH:50][cH:49][c:48]([F:47])[cH:55][cH:54]4)[n:31][cH:32][cH:33]3)[cH:24][c:25]2[CH2:26][CH2:27]1)[CH2:37][O:38][c:39]1[cH:40][cH:41][cH:42][cH:43][cH:44]1)([CH3:45])[CH3:46]. The reactants are C(C)(C)(C)C=1C=C(C(=O)C=2C=C3CCCC3=CC2O)C=C(C1O)C(C)(C)C (5- (3,5-di-tert-butyl-4-hydroxybenzoyl)-6-hydroxyindan), C(CC(=O)OCC)(=O)OCC (diethyl malonate), C1CCC2=NCCCN2CC1 (DBU). Yields the product C(C)(C)(C)C=1C=C(C=C(C1O)C(C)(C)C)C1=C(C(OC2=C1C=C1C(=C2)CCC1)=O)C(=O)OCC (ethyl 4-(3,5-di-tert-butyl-4-hydroxyphenyl)-2-oxo-2,6,7,8-tetrahydrocyclopenta [g] [1]benzopyran-3-carboxylate). The yield is 87.7%. As a reaction SMILES: [C:1]([C:5]1[CH:6]=[C:7]([CH:20]=[C:21]([C:24]([CH3:27])([CH3:26])[CH3:25])[C:22]=1[OH:23])[C:8]([C:10]1[CH:11]=[C:12]2[C:16](=[CH:17][C:18]=1[OH:19])[CH2:15][CH2:14][CH2:13]2)=O)([CH3:4])([CH3:3])[CH3:2].[C:28](OCC)(=[O:35])[CH2:29][C:30]([O:32][CH2:33][CH3:34])=[O:31].C1CCN2C(=NCCC2)CC1>>[C:24]([C:21]1[CH:20]=[C:7]([C:8]2[C:10]3[CH:11]=[C:12]4[CH2:13][CH2:14][CH2:15][C:16]4=[CH:17][C:18]=3[O:19][C:28](=[O:35])[C:29]=2[C:30]([O:32][CH2:33][CH3:34])=[O:31])[CH:6]=[C:5]([C:1]([CH3:4])([CH3:3])[CH3:2])[C:22]=1[OH:23])([CH3:26])([CH3:27])[CH3:25]. Procedure details: A mixture of 5- (3,5-di-tert-butyl-4-hydroxybenzoyl)-6-hydroxyindan (2.8 g), diethyl malonate (3.6 g) and DBU (0.12 ml) was heated at 160°-170° C. for 2 hours. After cooling, the resulting crystals were collected by filtration and washed with ethanol to give ethyl 4-(3,5-di-tert-butyl-4-hydroxyphenyl)-2-oxo-2,6,7,8-tetrahydrocyclopenta [g] [1]benzopyran-3-carboxylate (3.1 g, 87.8%). Recrystallization from ethanol gave colorless prisms, m.p. 208°-209° C.